From a dataset of the Open Reaction Database (ORD), a public repository of structured organic reaction records. describe an organic reaction: reactants, conditions, products, and yield Reactants: [OH-].[K+] (KOH), C(C)OC(C1=C(C=C(C(=O)OCC)C(=C1)OCCCCCCOC(C)=O)OCCCCCCOC(C)=O)=O (diethyl-2,5-bis-(6-acetoxyhexoxy)terephthalate). Solvent: O (water), C(C)O (ethanol). The product is OCCCCCCOC1=C(C(=O)O)C=C(C(=C1)C(=O)O)OCCCCCCO (2,5-bis-(6-hydroxyhexoxy)terephthalic acid). As a reaction SMILES: [OH-].[K+].C([O:5][C:6](=[O:40])[C:7]1[CH:17]=[C:16]([O:18][CH2:19][CH2:20][CH2:21][CH2:22][CH2:23][CH2:24][O:25]C(=O)C)[C:10]([C:11]([O:13]CC)=[O:12])=[CH:9][C:8]=1[O:29][CH2:30][CH2:31][CH2:32][CH2:33][CH2:34][CH2:35][O:36]C(=O)C)C>O.C(O)C>[OH:36][CH2:35][CH2:34][CH2:33][CH2:32][CH2:31][CH2:30][O:29][C:8]1[CH:9]=[C:10]([C:11]([OH:13])=[O:12])[C:16]([O:18][CH2:19][CH2:20][CH2:21][CH2:22][CH2:23][CH2:24][OH:25])=[CH:17][C:7]=1[C:6]([OH:40])=[O:5] |f:0.1|. Procedure: A solution of 25.0 g (379 mmol) 85% KOH in 300 ml water is added to 40.0 g (74.3 mmol) diethyl-2,5-bis-(6-acetoxyhexoxy)terephthalate in 250 ml ethanol and the whole is heated under reflux for 1.5 hours. After distilling off approx. 150 ml ethanol, the reaction mixture is acidified by adding 40.0 g conc. HCl and stored at 2° C. for 20 hours for complete crystallization of the crude product. The colourless crude product is then filtered off, washed neutral with water and recrystallized from ethan...